This data is from the Open Reaction Database (ORD), a public repository of structured organic reaction records. The task is: describe an organic reaction: reactants, conditions, products, and yield The reactants are Cl.CN1C[C@H]2CC=3N(C=4C=CC=CC4C3C=3C(OC(C3C3=CN(C4=CC=CC=C34)C)=O)=O)C[C@@H]2C1 (trans-3-(2,3,3a,4,11,11a-hexahydro-2-methyl-1H-pyrrolo[3',4':4,5]-pyrido[1,2-a]indol-10-yl)-4-(1-methyl-3-indolyl)furan-2,5-dione hydrochloride), C[Si](N[Si](C)(C)C)(C)C (1,1,1,3,3,3-hexamethyldisilazane), CO (methanol), CO (methanol), C[Si](N[Si](C)(C)C)(C)C (1,1,1,3,3,3-hexamethyldisilazane). The solvent is CN(C)C=O (DMF), C(C)(=O)OCC (ethyl acetate). Conditions: temperature 45 celsius, time 48 hour. Product: Cl.CN1C[C@H]2CC=3N(C=4C=CC=CC4C3C=3C(NC(C3C3=CN(C4=CC=CC=C34)C)=O)=O)C[C@@H]2C1 (trans-3-(2,3,3a,4,11,11a-hexahydro-2-methyl-1H-pyrrolo[3',4':4,5]pyrido[1,2-a]indol-10-yl)-4 -(1-methyl-3-indolyl)-1H-pyrrole-2,5-dione hydrochloride). Yield: 58.9%. RXN SMILES: C[Si](C)(C)[NH:3][Si](C)(C)C.CO.[ClH:12].[CH3:13][N:14]1[CH2:46][C@@H:45]2[C@H:16]([CH2:17][C:18]3[N:19]([CH2:44]2)[C:20]2[CH:21]=[CH:22][CH:23]=[CH:24][C:25]=2[C:26]=3[C:27]2[C:28](=[O:43])[O:29][C:30](=O)[C:31]=2[C:32]2[C:40]3[C:35](=[CH:36][CH:37]=[CH:38][CH:39]=3)[N:34]([CH3:41])[CH:33]=2)[CH2:15]1>CN(C=O)C.C(OCC)(=O)C>[ClH:12].[CH3:13][N:14]1[CH2:46][C@@H:45]2[C@H:16]([CH2:17][C:18]3[N:19]([CH2:44]2)[C:20]2[CH:21]=[CH:22][CH:23]=[CH:24][C:25]=2[C:26]=3[C:27]2[C:28](=[O:43])[NH:3][C:30](=[O:29])[C:31]=2[C:32]2[C:40]3[C:35](=[CH:36][CH:37]=[CH:38][CH:39]=3)[N:34]([CH3:41])[CH:33]=2)[CH2:15]1 |f:2.3,6.7|. Procedure: A mixture of 1.21 g of 1,1,1,3,3,3-hexamethyldisilazane and 132 mg of methanol was added to a solution of 400 mg of trans-3-(2,3,3a,4,11,11a-hexahydro-2-methyl-1H-pyrrolo[3',4':4,5]-pyrido[1,2-a]indol-10-yl)-4-(1-methyl-3-indolyl)furan-2,5-dione hydrochloride in 30 ml of DMF and stirred for 48 hours. A further 100 mg of methanol and 0.95 g of 1,1,1,3,3,3-hexamethyldisilazane were added, the mixture was heated to 45° C. for 2 hours and then left to stand at room temperature. The solvent was remov... Reactants: CCOC(=O)C(C(=O)OCC)NC(=O)C (diethyl acetamido malonate), C(C)(=O)NCC#CCCl (1-acetylamino-4-chloro-2-butyne), [H-].[Na+] (sodium hydride), [I-].[Na+] (Sodium iodide). Run in O1CCOCC1 (dioxane), C(C)O (ethanol), O1CCOCC1 (dioxane), O1CCOCC1 (dioxane), C(C)O (ethanol). Yields the product C(C)OC(C(C(=O)OCC)(CC#CCNC(C)=O)NC(C)=O)=O (acetamido(4-acetamido-2-butynyl)-malonic acid diethyl ester). RXN SMILES: [H-].[Na+].[CH3:3][CH2:4][O:5][C:6]([CH:8]([NH:14][C:15]([CH3:17])=[O:16])[C:9]([O:11][CH2:12][CH3:13])=[O:10])=[O:7].[I-].[Na+].[C:20]([NH:23][CH2:24][C:25]#[C:26][CH2:27]Cl)(=[O:22])[CH3:21]>O1CCOCC1.C(O)C>[CH2:12]([O:11][C:9](=[O:10])[C:8]([NH:14][C:15](=[O:16])[CH3:17])([CH2:27][C:26]#[C:25][CH2:24][NH:23][C:20](=[O:22])[CH3:21])[C:6]([O:5][CH2:4][CH3:3])=[O:7])[CH3:13] |f:0.1,3.4|. Procedure: To a cold (0° C.) solution of sodium hydride (60% dispersion in mineral oil, 3.48 g) in dioxane (70 ml) was added dropwise absolute ethanol (70 ml). The mixture was allowed to warm to room temperature and a solution of diethyl acetamido malonate (20.5 g) in dioxane (70 ml) was added dropwise. Sodium iodide (9.07 g) was added and a solution of 1-acetylamino-4-chloro-2-butyne (11 g) in dioxane (140 ml) was added dropwise at room temperature. After addition of another 100 ml of ethanol the mixture ... Starting materials: C(C1=CC=CC=C1)N(C1CC2=CC=C3NC=CC3=C2C1)CCC (benzyl-propyl-(3,6,7,8-tetrahydro-3-aza-as-indacen-7-yl)amine), C(=O)[O-].[NH4+] (ammonium formate). The reagents and catalysts are [Pd] (Pd/C). The solvent is C(C)O (ethanol). Reaction conditions: temperature 50 celsius. The product is C(CC)NC1CC=2C=C3C=CNC3=CC2C1 (Propyl-(1,5,6,7-tetrahydro-1-aza-s-indacen-6-yl)-amine). The yield is 73.4%. Reaction SMILES: C([N:8]([CH2:21][CH2:22][CH3:23])[CH:9]1[CH2:20][C:19]2[C:11](=[CH:12][CH:13]=[C:14]3[C:18]=2[CH:17]=[CH:16][NH:15]3)[CH2:10]1)C1C=CC=CC=1.C([O-])=O.[NH4+]>C(O)C.[Pd]>[CH2:21]([NH:8][CH:9]1[CH2:20][C:19]2[CH:18]=[C:14]3[C:13]([CH:17]=[CH:16][NH:15]3)=[CH:12][C:11]=2[CH2:10]1)[CH2:22][CH3:23] |f:1.2|. Procedure details: To a solution of benzyl-propyl-(3,6,7,8-tetrahydro-3-aza-as-indacen-7-yl)amine (9k, Chaart 2) (0.87 g, 2.86 mmol) in ethanol (50 mL) was added Pd/C (0.5 g, inert atmosphere) and ammonium formate (1.5 g, 24 mmol). The mixture was heated at 50° C. for 30 min., cooled and filtered through a Celite-pad. The organic solution was evaporated and the residue dissolved in water and basified (10% sodium carbonate). Extraction with diethyl ether, drying (magnesium sulfate), filtering, and evaporation yield... The solvent is CN1CCCC1=O (NMP). Procedure: The product from Example 38A and 4-morpholinoaniline were processed using the method described in Example 1D using NMP for the solvent to afford the title compound. MS (ESI) m/z 475 (M+H)+. The reactants are CS(=O)(=O)O[C@@H](CC[C@@H](C1=CC=C(C=C1)[N+](=O)[O-])OS(=O)(=O)C)C1=CC=C(C=C1)[N+](=O)[O-] ((1S,4S)-1,4-bis(4-nitrophenyl)butane-1,4-diyl dimethanesulfonate), O1CCN(CC1)C1=CC=C(N)C=C1 (4-morpholinoaniline). Yields the product [N+](=O)([O-])C1=CC=C(C=C1)[C@@H]1N([C@H](CC1)C1=CC=C(C=C1)[N+](=O)[O-])C1=CC=C(C=C1)N1CCOCC1 (4-(4-((2R,5R)-2,5-bis(4-nitrophenyl)pyrrolidin-1-yl)phenyl)morpholine). Reaction SMILES: CS(O[C@H:6]([C:24]1[CH:29]=[CH:28][C:27]([N+:30]([O-:32])=[O:31])=[CH:26][CH:25]=1)[CH2:7][CH2:8][C@H:9](OS(C)(=O)=O)[C:10]1[CH:15]=[CH:14][C:13]([N+:16]([O-:18])=[O:17])=[CH:12][CH:11]=1)(=O)=O.[O:33]1[CH2:38][CH2:37][N:36]([C:39]2[CH:45]=[CH:44][C:42]([NH2:43])=[CH:41][CH:40]=2)[CH2:35][CH2:34]1>CN1C(=O)CCC1>[N+:16]([C:13]1[CH:14]=[CH:15][C:10]([C@H:9]2[CH2:8][CH2:7][C@H:6]([C:24]3[CH:29]=[CH:28][C:27]([N+:30]([O-:32])=[O:31])=[CH:26][CH:25]=3)[N:43]2[C:42]2[CH:41]=[CH:40][C:39]([N:36]3[CH2:37][CH2:38][O:33][CH2:34][CH2:35]3)=[CH:45][CH:44]=2)=[CH:11][CH:12]=1)([O-:18])=[O:17]. Reactants: BrC1=CC=C(C=C1)[C@@H](CC(=O)C1=CC(=NC=C1)C)C1=C(C=CC=C1)C ((R)-3-(4-bromo-phenyl)-1-(2-methyl-pyridin-4-yl)-3-o-tolyl-propan-1-one), Cl.NO (hydroxylamine hydrochloride), C(=O)(O)[O-].[Na+] (NaHCO3). Product: BrC1=CC=C(C=C1)[C@@H](C\C(=N/O)\C1=CC(=NC=C1)C)C1=C(C=CC=C1)C ((E,R)-3-(4-Bromophenyl)-1-(2-methylpyridin-4-yl)-3-o-tolylpropan-1-one oxime). Reaction SMILES: [Br:1][C:2]1[CH:7]=[CH:6][C:5]([C@H:8]([C:19]2[CH:24]=[CH:23][CH:22]=[CH:21][C:20]=2[CH3:25])[CH2:9][C:10]([C:12]2[CH:17]=[CH:16][N:15]=[C:14]([CH3:18])[CH:13]=2)=O)=[CH:4][CH:3]=1.Cl.[NH2:27][OH:28].C([O-])(O)=O.[Na+]>>[Br:1][C:2]1[CH:7]=[CH:6][C:5]([C@H:8]([C:19]2[CH:24]=[CH:23][CH:22]=[CH:21][C:20]=2[CH3:25])[CH2:9]/[C:10](/[C:12]2[CH:17]=[CH:16][N:15]=[C:14]([CH3:18])[CH:13]=2)=[N:27]\[OH:28])=[CH:4][CH:3]=1 |f:1.2,3.4|. Procedure details: In analogy to example 132, step 6, from (R)-3-(4-bromo-phenyl)-1-(2-methyl-pyridin-4-yl)-3-o-tolyl-propan-1-one and hydroxylamine hydrochloride in the presence of NaHCO3 was prepared the title compound as a white foam, MS (ESI+): m/z=409.2 ([M+H]+, 1Br). Reactants: C(C1=CC=CC=C1)N1C(C2=NC=CC=C2C1=O)=O (6-benzyl-5,7-dihydro-5,7-dioxopyrrolo[3.4-b]pyridine). Reaction SMILES: [CH2:1]([N:8]1[C:16](=[O:17])[C:15]2[C:10](=[N:11][CH:12]=[CH:13][CH:14]=2)[C:9]1=[O:18])[C:2]1[CH:7]=[CH:6][CH:5]=[CH:4][CH:3]=1>[Ru].COCCO>[CH2:1]([N:8]1[C:16](=[O:17])[CH:15]2[CH:10]([NH:11][CH2:12][CH2:13][CH2:14]2)[C:9]1=[O:18])[C:2]1[CH:3]=[CH:4][CH:5]=[CH:6][CH:7]=1. Conditions: time 22 hour. Isolated yield 101.4%. The solvent is COCCO (2-methoxyethanol). Product: C(C1=CC=CC=C1)N1C(C2NCCCC2C1=O)=O (6-Benzyl-5,7-dioxo-octahydropyrrolo[3.4-b]pyridine). Procedure details: To 10 g of 6-benzyl-5,7-dihydro-5,7-dioxopyrrolo[3.4-b]pyridine were added 84 ml of 2-methoxyethanol and 1.5 g of a ruthenium-on-carbon catalyst, and hydrogenation was conducted under a pressurized hydrogen gas atmosphere at 4.5 kg/cm2 for 22 hours. The catalyst was removed by filtration, and the filtrate was concentrated. To the concentrate were added 84 ml of 2-methoxyethanol and 2 g of a palladium-on-charcoal catalyst, and hydrogenation was conducted under a pressurized hydrogen gas atmospher... Reagents/catalysts: [Ru] (ruthenium-on-carbon). Starting materials: NCC1=NN(C(C2=CC=CC=C12)=O)NC(CC1=CC=C(C=C1)Cl)=O (N-[4-(aminomethyl)-1-oxophthalazin-2(1H)-yl]-2-(4-chlorophenyl)acetamide), CCN(C(C)C)C(C)C (iPr2NEt), C(OC1CCCCC1)(=O)Cl (cyclohexyl carbonochloridate). The solvent is C(Cl)Cl (DCM), CCOCC (Et2O). Run at time 8 hour. Product: C1(CCCCC1)OC(NCC1=NN(C(C2=CC=CC=C12)=O)NC(CC1=CC=C(C=C1)Cl)=O)=O (cyclohexyl[(3-{[(4-chlorophenyl)acetyl]amino}-4-oxo-3,4-dihydrophthalazin-1-yl)methyl]carbamate). RXN SMILES: [NH2:1][CH2:2][C:3]1[C:12]2[C:7](=[CH:8][CH:9]=[CH:10][CH:11]=2)[C:6](=[O:13])[N:5]([NH:14][C:15](=[O:24])[CH2:16][C:17]2[CH:22]=[CH:21][C:20]([Cl:23])=[CH:19][CH:18]=2)[N:4]=1.CCN(C(C)C)C(C)C.[C:34](Cl)(=[O:42])[O:35][CH:36]1[CH2:41][CH2:40][CH2:39][CH2:38][CH2:37]1>C(Cl)Cl.CCOCC>[CH:36]1([O:35][C:34](=[O:42])[NH:1][CH2:2][C:3]2[C:12]3[C:7](=[CH:8][CH:9]=[CH:10][CH:11]=3)[C:6](=[O:13])[N:5]([NH:14][C:15](=[O:24])[CH2:16][C:17]3[CH:18]=[CH:19][C:20]([Cl:23])=[CH:21][CH:22]=3)[N:4]=2)[CH2:41][CH2:40][CH2:39][CH2:38][CH2:37]1. Procedure: A mixture of the product of Example 42 (90 mg, 0.26 mmol), iPr2NEt (0.078 mL, 0.45 mmol), and cyclohexyl carbonochloridate (51.2 mg, 0.315 mmol) in DCM (4 mL) was stirred at room temperature for 8 hours, diluted with Et2O, washed with sat NaHCO3 and brine, dried (MgSO4), filtered, concentrated, and chromatographed (17-25% EtOAc/DCM) to give the title compound. 1H NMR (300 MHz, DMSO-d6) δ ppm 11.60 (s, 1H), 8.32 (dd, J=7.8, 1.4 Hz, 1H), 8.10 (d, J=8.0 Hz, 1H), 7.97-8.03 (m, 1H), 7.91 (td, J=7.5, ... Reactants: starting material, C([O-])([O-])=O.[K+].[K+] (potassium carbonate), [I-].[Na+] (sodium iodide), BrCCO (2-bromoethanol), C([O-])([O-])=O.[K+].[K+] (potassium carbonate), [I-].[Na+] (sodium iodide), BrCCO (2-bromoethanol), OC=1C=C(C(=O)OC)C=CC1[N+](=O)[O-] (methyl 3-hydroxy-4-nitrobenzoate). Run in C(C)(=O)OCC (ethyl acetate), CCCCCC (hexane), O (water), C(C)(=O)OCC (ethyl acetate), CCCCCC (hexane), CC(=O)C (acetone). The product is OCCOC=1C=C(C(=O)OC)C=CC1[N+](=O)[O-] (methyl 3-(2-hydroxyethoxy)-4-nitrobenzoate). The yield is 14.3%. As a reaction SMILES: [OH:1][C:2]1[CH:3]=[C:4]([CH:9]=[CH:10][C:11]=1[N+:12]([O-:14])=[O:13])[C:5]([O:7][CH3:8])=[O:6].C(=O)([O-])[O-].[K+].[K+].[I-].[Na+].Br[CH2:24][CH2:25][OH:26]>CC(C)=O.O.C(OCC)(=O)C.CCCCCC>[OH:26][CH2:25][CH2:24][O:1][C:2]1[CH:3]=[C:4]([CH:9]=[CH:10][C:11]=1[N+:12]([O-:14])=[O:13])[C:5]([O:7][CH3:8])=[O:6] |f:1.2.3,4.5|. Procedure details: To methyl 3-hydroxy-4-nitrobenzoate (Dictionary of Organic Compounds, Heilbron, I.; Brunburg, H. M., Eds.; Vol. 3; 1953, Oxford University Press: New York, N.Y.; p 700) (5.0 g, 0.0254 mol) dissolved in acetone (50 mL) was added potassium carbonate (4.3 g, 0.0300 mol), sodium iodide (0.375 g, 0.0025 mol), and 2-bromoethanol (3.44 g, 0.0275 mol). After refluxing for 60 h, thin-layer chromatographic analysis (SiO2, 3:2 hexane:ethyl acetate) showed partial disappearance (50%) of the starting materia...